This data is from the Open Reaction Database (ORD), a public repository of structured organic reaction records. The task is: describe an organic reaction: reactants, conditions, products, and yield Starting materials: NC=1SC(=CC1C(=O)N)C1=C(C=C(C=C1F)C(C)(C)O)F (2-amino-5-[2,6-difluoro-4-(1-hydroxy-1-methylethyl)phenyl]thiophene-3-carboxamide), ClC1=CC=C(C(=N1)C)C=1N=NN(C1)CCO (2-[4-(6-chloro-2-methylpyridin-3-yl)-1H-1,2,3-triazol-1-yl]ethanol). Product: FC1=C(C(=CC(=C1)C(C)(C)O)F)C1=CC(=C(S1)NC1=NC(=C(C=C1)C=1N=NN(C1)CCO)C)C(=O)N (5-[2,6-Difluoro-4-(1-hydroxy-1-methylethyl)phenyl]-2-({5-[1-(2-hydroxyethyl)-1H-1,2,3-triazol-4-yl]-6-methylpyridin-2-yl}amino)thiophene-3-carboxamide). As a reaction SMILES: [NH2:1][C:2]1[S:3][C:4]([C:10]2[C:15]([F:16])=[CH:14][C:13]([C:17]([OH:20])([CH3:19])[CH3:18])=[CH:12][C:11]=2[F:21])=[CH:5][C:6]=1[C:7]([NH2:9])=[O:8].Cl[C:23]1[N:28]=[C:27]([CH3:29])[C:26]([C:30]2[N:31]=[N:32][N:33]([CH2:35][CH2:36][OH:37])[CH:34]=2)=[CH:25][CH:24]=1>>[F:16][C:15]1[CH:14]=[C:13]([C:17]([OH:20])([CH3:18])[CH3:19])[CH:12]=[C:11]([F:21])[C:10]=1[C:4]1[S:3][C:2]([NH:1][C:23]2[CH:24]=[CH:25][C:26]([C:30]3[N:31]=[N:32][N:33]([CH2:35][CH2:36][OH:37])[CH:34]=3)=[C:27]([CH3:29])[N:28]=2)=[C:6]([C:7]([NH2:9])=[O:8])[CH:5]=1. Procedure details: The title compound was prepared as described in Example 1 using 2-amino-5-[2,6-difluoro-4-(1-hydroxy-1-methylethyl)phenyl]thiophene-3-carboxamide (100 mg, 0.32 mmol) and 2-[4-(6-chloro-2-methylpyridin-3-yl)-1H-1,2,3-triazol-1-yl]ethanol (76 mg, 0.32 mmol) as starting materials. Run at time 2 hour. Isolated yield 71.0%. Reaction SMILES: [I:1][C:2]1[CH:3]=[C:4]([CH2:8][C:9]([OH:11])=O)[CH:5]=[CH:6][CH:7]=1.C(N(CC)C(C)C)(C)C.[C:21]([C:23]1[CH:32]=[CH:31][C:26]([C:27]([NH:29][NH2:30])=[O:28])=[CH:25][CH:24]=1)#[N:22]>CN(C)C(=O)C.O>[I:1][C:2]1[CH:3]=[C:4]([CH2:8][C:9]([NH:30][NH:29][C:27](=[O:28])[C:26]2[CH:25]=[CH:24][C:23]([C:21]#[N:22])=[CH:32][CH:31]=2)=[O:11])[CH:5]=[CH:6][CH:7]=1. Reported procedure: Add 1,1-carbonyldimidazole (0.72 g, 4.40 mmol) to a solution of 3-iodo-phenylacetic acid (1.20 g, 4.6 mmol) in 40 mL of N,N-dimethylacetamide, followed by N,N-diisopropylethylamine (0.79 mL, 4.40 mmol). Stir the mixture at room temperature for 2 h, add 4-cyano-benzoic acid hydrazide (0.64 g (4.0 mmol) and heat the mixture to 60° C. for 2 h. Cool the mixture to room temperature and dilute with H2O causing a solid to precipitate from solution. Collect the precipitate by filtration, wash with H2O a... The solvent is O (H2O), CN(C(C)=O)C (N,N-dimethylacetamide), O (H2O). Yields the product IC=1C=C(C=CC1)CC(=O)NNC(C1=CC=C(C=C1)C#N)=O (4-cyano-benzoic acid N′-[2-(3-iodo-phenyl)-acetyl]-hydrazide). The reactants are C(C)(C)N(C(C)C)CC (N,N-diisopropylethylamine), C(#N)C1=CC=C(C(=O)NN)C=C1 (4-cyano-benzoic acid hydrazide), 1,1-carbonyldimidazole, IC=1C=C(C=CC1)CC(=O)O (3-iodo-phenylacetic acid). Reactants: CSC=1C=C(C=CC1)CC(=O)O (3-methylthiophenylacetic acid), C(C(C)C)OC([C@@H](NC(CC(CC)C)=O)C)=O (N-(3-methylpentanoyl)-L-alanine iso-butyl Ester). Yields the product C(C(C)C)OC([C@@H](NC(CC1=CC(=CC=C1)SC)=O)C)=O (N-[(3-methylthiophenyl)acetyl]alanine iso-butyl Ester). Reaction SMILES: [CH3:1][S:2][C:3]1[CH:4]=[C:5]([CH2:9][C:10]([OH:12])=O)[CH:6]=[CH:7][CH:8]=1.[CH2:13]([O:17][C:18](=[O:29])[C@H:19]([CH3:28])[NH:20]C(=O)CC(C)CC)[CH:14]([CH3:16])[CH3:15]>>[CH2:13]([O:17][C:18](=[O:29])[C@H:19]([CH3:28])[NH:20][C:10](=[O:12])[CH2:9][C:5]1[CH:6]=[CH:7][CH:8]=[C:3]([S:2][CH3:1])[CH:4]=1)[CH:14]([CH3:16])[CH3:15]. Procedure details: Following General Procedure I above, and using 3-methylthiophenylacetic acid (CAS# 18698-73-2) and alanine iso-butyl ester (prepared following General Procedure 3 above), the title compound was prepared. The reaction was monitored by tlc on silica gel and purification was by filtration as described in the general procedure. Reactants: C(=O)(O)[O-].[Na+] (NaHCO3), ClN1C(N(C(N(C1=O)Cl)=O)Cl)=O (Trichloroisocyanuric acid), ClC=1C=C(C=CC1)[C@@](CCCCO)(O)[C@H]1CN(CCC1)C(=O)OC(C)(C)C ((R)-tert-butyl 3-((S)-1-(3-chlorophenyl)-1,5-dihydroxypentyl)piperidine-1-carboxylate), [Na+].[Br-] (NaBr). Reagents/catalysts: CC1(CCCC(N1[O])(C)C)C (TEMPO). Solvent: CC(C)O (2-propanol), CC(=O)C (acetone). Run at time 3 hour. The product is ClC=1C=C(C=CC1)[C@@]1(OC(CCC1)=O)[C@H]1CN(CCC1)C(=O)OC(C)(C)C ((R)-tert-butyl 3-((S)-2-(3-chlorophenyl)-6-oxotetrahydro-2H-pyran-2-yl)piperidine-1-carboxylate). Isolated yield 81.2%. RXN SMILES: [Cl:1][C:2]1[CH:3]=[C:4]([C@:8]([C@@H:15]2[CH2:20][CH2:19][CH2:18][N:17]([C:21]([O:23][C:24]([CH3:27])([CH3:26])[CH3:25])=[O:22])[CH2:16]2)([OH:14])[CH2:9][CH2:10][CH2:11][CH2:12][OH:13])[CH:5]=[CH:6][CH:7]=1.C([O-])(O)=O.[Na+].[Na+].[Br-].ClN1C(=O)N(Cl)C(=O)N(Cl)C1=O>CC(C)=O.CC1(C)N([O])C(C)(C)CCC1.CC(O)C>[Cl:1][C:2]1[CH:3]=[C:4]([C@@:8]2([C@@H:15]3[CH2:20][CH2:19][CH2:18][N:17]([C:21]([O:23][C:24]([CH3:27])([CH3:26])[CH3:25])=[O:22])[CH2:16]3)[CH2:9][CH2:10][CH2:11][C:12](=[O:13])[O:14]2)[CH:5]=[CH:6][CH:7]=1 |f:1.2,3.4,^1:54|. Procedure: To a stirred solution of (R)-tert-butyl 3-((S)-1-(3-chlorophenyl)-1,5-dihydroxypentyl)piperidine-1-carboxylate (200 mg, 0.5 mmol) in acetone (3 mL) maintained at 0° C. was added an 15% aq NaHCO3 (2 mL), followed by solid NaBr (10.3 mg, 0.1 mmol) and TEMPO (1.56 mg, 0.01 mmol). Trichloroisocyanuric acid (231 mg, 1 mmol) was then slowly added at 0° C. The mixture was warmed to rt, stirred for 3 h and treated with 2-propanol (0.5 mL). The mixture was filtered through celite and the filtrate was con... Reactants: FC(F)(F)c1ccc2oc(-c3ccncc3OCc3ccccc3)nc2c1, CC(=O)O, [H][H]. The product is Oc1cnccc1-c1nc2cc(C(F)(F)F)ccc2o1. Reaction SMILES: [CH2:1]([c:2]1[cH:3][cH:4][cH:5][cH:6][cH:7]1)[O:8][c:9]1[cH:10][n:11][cH:12][cH:13][c:14]1-[c:15]1[o:16][c:17]2[c:18]([n:19]1)[cH:20][c:21]([C:24]([F:25])([F:26])[F:27])[cH:22][cH:23]2.[CH3:30][C:31](=[O:32])[OH:33].[H:28][H:29]>>[OH:8][c:9]1[cH:10][n:11][cH:12][cH:13][c:14]1-[c:15]1[o:16][c:17]2[c:18]([n:19]1)[cH:20][c:21]([C:24]([F:25])([F:26])[F:27])[cH:22][cH:23]2. Starting materials: O=C([O-])[O-], CCI, Oc1cnccc1-c1nc2cc(C(F)(F)F)cnc2o1, [K+], [K+], CN(C)C=O, O. Product: CCOc1cnccc1-c1nc2cc(C(F)(F)F)cnc2o1. RXN SMILES: [C:21](=[O:22])([O-:23])[O-:24].[CH2:32]([CH3:33])[I:34].[F:1][C:2]([c:3]1[cH:4][c:5]2[c:6]([n:7][cH:8]1)[o:9][c:10](-[c:12]1[c:13]([OH:18])[cH:14][n:15][cH:16][cH:17]1)[n:11]2)([F:19])[F:20].[K+:25].[K+:26].[O:27]=[CH:28][N:29]([CH3:30])[CH3:31].[OH2:35]>>[F:1][C:2]([c:3]1[cH:4][c:5]2[c:6]([n:7][cH:8]1)[o:9][c:10](-[c:12]1[c:13]([O:18][CH2:32][CH3:33])[cH:14][n:15][cH:16][cH:17]1)[n:11]2)([F:19])[F:20]. Starting materials: C(C1=CC=CC=C1)OC=1C(=CC(=C(C1)C(O)C1=CC=CC=C1)C1=NOC(=N1)C)OC ([5-benzyloxy-4-methoxy-2-(5-methyl-[1,2,4]oxadiazol-3-yl]phenyl)phenylmethanol). Reagents/catalysts: [O-2].[O-2].[Mn+4] (manganese dioxide), [O-2].[O-2].[Mn+4] (manganese dioxide), [O-2].[O-2].[Mn+4] (manganese dioxide). The solvent is C(Cl)Cl (methylene chloride). Reaction conditions: time 8 hour. Product: C(C1=CC=CC=C1)OC=1C(=CC(=C(C1)C(=O)C1=CC=CC=C1)C1=NOC(=N1)C)OC ([5-Benzyloxy-4-methoxy-2-(5-methyl-[1,2,4]oxadiazol-3-yl)phenyl]phenylmethanone). The yield is 100.5%. Reaction SMILES: [CH2:1]([O:8][C:9]1[C:10]([O:29][CH3:30])=[CH:11][C:12]([C:23]2[N:27]=[C:26]([CH3:28])[O:25][N:24]=2)=[C:13]([CH:15]([C:17]2[CH:22]=[CH:21][CH:20]=[CH:19][CH:18]=2)[OH:16])[CH:14]=1)[C:2]1[CH:7]=[CH:6][CH:5]=[CH:4][CH:3]=1>[O-2].[O-2].[Mn+4].C(Cl)Cl>[CH2:1]([O:8][C:9]1[C:10]([O:29][CH3:30])=[CH:11][C:12]([C:23]2[N:27]=[C:26]([CH3:28])[O:25][N:24]=2)=[C:13]([C:15]([C:17]2[CH:22]=[CH:21][CH:20]=[CH:19][CH:18]=2)=[O:16])[CH:14]=1)[C:2]1[CH:3]=[CH:4][CH:5]=[CH:6][CH:7]=1 |f:1.2.3|. Procedure: A mixture of [5-benzyloxy-4-methoxy-2-(5-methyl-[1,2,4]oxadiazol-3-yl]phenyl)phenylmethanol (reference example 6-1) (526 mg), manganese dioxide (1.18 g) and methylene chloride (6.8 mL) was stirred at room temperature overnight. After addition of manganese dioxide (1.18 g), the mixture was stirred for 7.5 hours, and manganese dioxide (0.59 g) was added, and the mixture was stirred overnight. The mixture was passed through a layer of Celite (registered mark). The filtrate was concentrated under re... The reactants are FC=1C=CC(=C(C1)O)OC (5-fluoro-2-methoxyphenol), O (water), [Al+3].[Cl-].[Cl-].[Cl-] (AlCl3), C(C)(=O)Cl (acetyl chloride). Solvent: ClCCCl (1,2-dichloroethane), ClCCCl (1,2-dichloroethane). Reaction conditions: time 10 minute. Product: FC1=C(C=C(C(=C1)O)OC)C(C)=O (1-(2-Fluoro-4-hydroxy-5-methoxyphenyl)ethanone). The yield is 89.8%. As a reaction SMILES: [Al+3].[Cl-].[Cl-].[Cl-].[C:5](Cl)(=[O:7])[CH3:6].[F:9][C:10]1[CH:11]=[CH:12][C:13]([O:17][CH3:18])=[C:14]([OH:16])[CH:15]=1.O>ClCCCl>[F:9][C:10]1[CH:15]=[C:14]([OH:16])[C:13]([O:17][CH3:18])=[CH:12][C:11]=1[C:5](=[O:7])[CH3:6] |f:0.1.2.3|. Reported procedure: To a suspension of AlCl3 (1.17 g; 8.79 mmol) in 1,2-dichloroethane (2 mL) was added acetyl chloride (0.55 g; 7.03 mmol). After 10 min stirring was added dropwise a solution of 5-fluoro-2-methoxyphenol (0.50 g; 3.52 mmol) in 1,2-dichloroethane (2 mL). The reaction mixture was stirred overnight at 40° C. The mixture was then poured on iced water and extracted with diethylether. The organic phases were combined, washed with brine, dried (Na2SO4) and concentrated to afford 582 mg (90%) of the title ... Starting materials: OC1(C(OC2=C1C(=C(C(=C2C)C)N2CCN(CC2)C2=CC=C(C=C2)OC)C)(C)C)C2=CSC=C2 (1-(3-hydroxy-2,2,4,6,7-pentamethyl-3-(3-thienyl)-2,3-dihydro-1-benzofuran-5-yl)-4-(4-methoxyphenyl)piperazine). Solvent: C(C)O (ethanol). Yields the product CC1(OC2=C(C1C1=CSC=C1)C(=C(C(=C2C)C)N2CCN(CC2)C2=CC=C(C=C2)OC)C)C (1-(2,2,4,6,7-pentamethyl-3-(3-thienyl)-2,3-dihydro-1-benzofuran-5-yl)-4-(4-methoxyphenyl)piperazine). The yield is 77.0%. Reaction SMILES: O[C:2]1([C:30]2[CH:34]=[CH:33][S:32][CH:31]=2)[C:6]2[C:7]([CH3:27])=[C:8]([N:13]3[CH2:18][CH2:17][N:16]([C:19]4[CH:24]=[CH:23][C:22]([O:25][CH3:26])=[CH:21][CH:20]=4)[CH2:15][CH2:14]3)[C:9]([CH3:12])=[C:10]([CH3:11])[C:5]=2[O:4][C:3]1([CH3:29])[CH3:28]>C(O)C>[CH3:28][C:3]1([CH3:29])[CH:2]([C:30]2[CH:34]=[CH:33][S:32][CH:31]=2)[C:6]2[C:7]([CH3:27])=[C:8]([N:13]3[CH2:18][CH2:17][N:16]([C:19]4[CH:20]=[CH:21][C:22]([O:25][CH3:26])=[CH:23][CH:24]=4)[CH2:15][CH2:14]3)[C:9]([CH3:12])=[C:10]([CH3:11])[C:5]=2[O:4]1. Procedure: Using 1-(3-hydroxy-2,2,4,6,7-pentamethyl-3-(3-thienyl)-2,3-dihydro-1-benzofuran-5-yl)-4-(4-methoxyphenyl)piperazine obtained in Example 36, the title compound was synthesized in the same manner as in Example 46. Yield 77%. mp. 128–131° C. (ethanol). Reactants: CC(C)(C)OC(=O)N1CCCC1C(=O)O, CCN(C(C)C)C(C)C, O=C(O)C(F)(F)F, N#Cc1cc(Cl)cc(Oc2c(Cl)ccc(CNC(=O)c3cc4cc(N)ccc4[nH]3)c2F)c1, O=C1OCCN1P(=O)(Cl)N1CCOC1=O. The product is CC(C)(C)OC(=O)N1CCCC1C(=O)Nc1ccc2[nH]c(C(=O)NCc3ccc(Cl)c(Oc4cc(Cl)cc(C#N)c4)c3F)cc2c1. Reaction SMILES: [CH3:40][C:41]([CH3:42])([CH3:43])[O:44][C:45](=[O:46])[N:47]1[CH:48]([C:49](=[O:50])[OH:51])[CH2:52][CH2:53][CH2:54]1.[CH:55]([N:56]([CH2:57][CH3:58])[CH:59]([CH3:60])[CH3:61])([CH3:62])[CH3:63].[F:1][C:2]([F:3])([F:4])[C:5]([OH:6])=[O:7].[NH2:8][c:9]1[cH:10][c:11]2[cH:12][c:13]([C:18](=[O:19])[NH:20][CH2:21][c:22]3[c:23]([F:39])[c:24]([O:29][c:30]4[cH:31][c:32]([Cl:38])[cH:33][c:34]([C:36]#[N:37])[cH:35]4)[c:25]([Cl:28])[cH:26][cH:27]3)[nH:14][c:15]2[cH:16][cH:17]1.[O:64]=[C:65]1[N:66]([P:67]([Cl:68])([N:69]2[CH2:70][CH2:71][O:72][C:73]2=[O:74])=[O:75])[CH2:76][CH2:77][O:78]1>>[NH:8]([c:9]1[cH:10][c:11]2[cH:12][c:13]([C:18](=[O:19])[NH:20][CH2:21][c:22]3[c:23]([F:39])[c:24]([O:29][c:30]4[cH:31][c:32]([Cl:38])[cH:33][c:34]([C:36]#[N:37])[cH:35]4)[c:25]([Cl:28])[cH:26][cH:27]3)[nH:14][c:15]2[cH:16][cH:17]1)[C:49]([CH:48]1[N:47]([C:45]([O:44][C:41]([CH3:40])([CH3:42])[CH3:43])=[O:46])[CH2:54][CH2:53][CH2:52]1)=[O:50].